Dataset: the Open Reaction Database (ORD), a public repository of structured organic reaction records. Task: describe an organic reaction: reactants, conditions, products, and yield Reactants: BrC1=CN=C(S1)N (5-bromo-2-aminothiazole), C(C)(C)OC=1C=C(C(=O)O)C=C(C1)OC1=CC=CC=C1 (3-isopropyloxy-5-phenoxybenzoic acid). Product: C(C)(C)OC=1C=C(C(=O)NC=2SC(=CN2)Br)C=C(C1)OC1=CC=CC=C1 (3-Isopropyloxy-5-phenoxy-N-(5-bromothiazol-2-yl)-benzamide). Yield: 81.9%. Reaction SMILES: [Br:1][C:2]1[S:6][C:5]([NH2:7])=[N:4][CH:3]=1.[CH:8]([O:11][C:12]1[CH:13]=[C:14]([CH:18]=[C:19]([O:21][C:22]2[CH:27]=[CH:26][CH:25]=[CH:24][CH:23]=2)[CH:20]=1)[C:15](O)=[O:16])([CH3:10])[CH3:9]>>[CH:8]([O:11][C:12]1[CH:13]=[C:14]([CH:18]=[C:19]([O:21][C:22]2[CH:27]=[CH:26][CH:25]=[CH:24][CH:23]=2)[CH:20]=1)[C:15]([NH:7][C:5]1[S:6][C:2]([Br:1])=[CH:3][N:4]=1)=[O:16])([CH3:10])[CH3:9]. Reported procedure: 3-Isopropyloxy-5-phenoxy-N-(5-bromothiazol-2-yl)-benzamide (1.1 g, 82%) was prepared from 5-bromo-2-aminothiazole (830 mg, 4.6 mmol) and 3-isopropyloxy-5-phenoxybenzoic acid (835 mg, 3.1 mmol) following the general procedure A. The reactants are C1CCOC1, CC(OC1CCCCO1)C(C)(C)c1cc(N)on1, CCN(C(C)C)C(C)C, [Cl-], O=C(Cl)C(=O)Cl, ClCCl, CC(C)(SCC1COCCO1)C(=O)O, CN(C)C=O. The product is CC(OC1CCCCO1)C(C)(C)c1cc(NC(=O)C(C)(C)SCC2COCCO2)on1. As a reaction SMILES: [CH2:52]1[O:53][CH2:54][CH2:55][CH2:56]1.[CH3:22][C:23]([CH3:24])([CH:25]([CH3:26])[O:27][CH:28]1[O:29][CH2:30][CH2:31][CH2:32][CH2:33]1)[c:34]1[n:35][o:36][c:37]([NH2:39])[cH:38]1.[CH:40]([N:41]([CH2:42][CH3:43])[CH:44]([CH3:45])[CH3:46])([CH3:47])[CH3:48].[Cl-:15].[Cl:16][C:17]([C:18]([Cl:19])=[O:20])=[O:21].[Cl:49][CH2:50][Cl:51].[O:1]1[CH:2]([CH2:7][S:8][C:9]([C:10](=[O:11])[OH:12])([CH3:13])[CH3:14])[CH2:3][O:4][CH2:5][CH2:6]1.[O:57]=[CH:58][N:59]([CH3:60])[CH3:61]>>[O:1]1[CH:2]([CH2:7][S:8][C:9]([C:10](=[O:12])[NH:39][c:37]2[o:36][n:35][c:34]([C:23]([CH3:22])([CH3:24])[CH:25]([CH3:26])[O:27][CH:28]3[O:29][CH2:30][CH2:31][CH2:32][CH2:33]3)[cH:38]2)([CH3:13])[CH3:14])[CH2:3][O:4][CH2:5][CH2:6]1.